Dataset: the Open Reaction Database (ORD), a public repository of structured organic reaction records. Task: describe an organic reaction: reactants, conditions, products, and yield Starting materials: CN(C)c1cccc(N)c1, COc1cc2cc(C#N)cnc2cc1OC, COCCO. The product is COc1cc2ncc(C#N)c(Nc3cccc(N(C)C)c3)c2cc1OC. RXN SMILES: [CH3:17][N:18]([c:19]1[cH:20][c:21]([NH2:25])[cH:22][cH:23][cH:24]1)[CH3:26].[CH3:1][O:2][c:3]1[cH:4][c:5]2[cH:6][c:7]([C:15]#[N:16])[cH:8][n:9][c:10]2[cH:11][c:12]1[O:13][CH3:14].[CH3:27][O:28][CH2:29][CH2:30][OH:31]>>[CH3:1][O:2][c:3]1[cH:4][c:5]2[c:6]([NH:25][c:21]3[cH:20][c:19]([N:18]([CH3:17])[CH3:26])[cH:24][cH:23][cH:22]3)[c:7]([C:15]#[N:16])[cH:8][n:9][c:10]2[cH:11][c:12]1[O:13][CH3:14]. The reactants are C(C)(=O)C1=C(OCC(COC2=CC=C(C=C2)Br)O)C=CC=C1O (1-(2-acetyl-3-hydroxyphenoxy)-2-hydroxy-3-p-bromophenoxypropane), C(C(=O)OCC)(=O)OCC (diethyl oxalate), [O-]CC.[Na+] (sodium ethoxide). Solvent: CCOCC (ether). Product: C(=O)(O)C=1OC2=CC=CC(=C2C(C1)=O)OCC(COC1=CC=C(C=C1)Br)O (1-(2-carboxychromon-5-yloxy)-2-hydroxy-3-p-bromophenoxypropane). Reaction SMILES: [C:1]([C:4]1[C:22]([OH:23])=[CH:21][CH:20]=[CH:19][C:5]=1[O:6][CH2:7][CH:8]([OH:18])[CH2:9][O:10][C:11]1[CH:16]=[CH:15][C:14]([Br:17])=[CH:13][CH:12]=1)(=[O:3])[CH3:2].[C:24](OCC)(=O)[C:25]([O:27]CC)=[O:26].[O-]CC.[Na+]>CCOCC>[C:25]([C:24]1[O:23][C:22]2[C:4]([C:1](=[O:3])[CH:2]=1)=[C:5]([O:6][CH2:7][CH:8]([OH:18])[CH2:9][O:10][C:11]1[CH:16]=[CH:15][C:14]([Br:17])=[CH:13][CH:12]=1)[CH:19]=[CH:20][CH:21]=2)([OH:27])=[O:26] |f:2.3|. Reported procedure: A mixture of 1-(2-acetyl-3-hydroxyphenoxy)-2-hydroxy-3-p-bromophenoxypropane (15.2 g) and diethyl oxalate (15 ml) was added to a suspension of sodium ethoxide (prepared from 3.0 sodium) in absolute ether. The mixture was heated under reflux for 1.5 hours and then poured onto ice (100 g). After acidification with a solution of acetic acid (12 ml) in water (80 ml), the ether layer was separated and the aqueous layer was extracted with ether (3 × 25 ml). The combined ether solutions were evaporated... The reactants are COc1cc([N+](=O)[O-])ccc1OC1CN(C(=O)OC(C)(C)C)C1, C1CCOC1, CO, Cc1ccccc1. Product: COc1cc(N)ccc1OC1CN(C(=O)OC(C)(C)C)C1. Reaction SMILES: [C:1]([CH3:2])([CH3:3])([CH3:4])[O:5][C:6](=[O:7])[N:8]1[CH2:9][CH:10]([O:12][c:13]2[c:14]([O:22][CH3:23])[cH:15][c:16]([N+:19]([O-:20])=[O:21])[cH:17][cH:18]2)[CH2:11]1.[CH2:33]1[O:34][CH2:35][CH2:36][CH2:37]1.[CH3:24][OH:25].[CH3:26][c:27]1[cH:28][cH:29][cH:30][cH:31][cH:32]1>>[C:1]([CH3:2])([CH3:3])([CH3:4])[O:5][C:6](=[O:7])[N:8]1[CH2:9][CH:10]([O:12][c:13]2[c:14]([O:22][CH3:23])[cH:15][c:16]([NH2:19])[cH:17][cH:18]2)[CH2:11]1.